This data is from the Open Reaction Database (ORD), a public repository of structured organic reaction records. The task is: describe an organic reaction: reactants, conditions, products, and yield Reactants: ice water, NC1=C(C(=C2C=3N([C@H](CO2)C)C=C(C(C13)=O)C#N)F)F ((3S)-8-amino-9,10-difluoro-2,3-dihydro-3-methyl-7-oxo-7H-pyrido[1,2,3-de][1,4]benzoxazine-6-carbonitrile), N1=CC(=CC=C1)[C@H]1C[C@H](CCC1)N (cis-3-(3-pyridyl)cyclohexylamine), C(C)(C)N(CC)C(C)C (diisopropylethylamine). The solvent is CS(=O)C (DMSO). Run at temperature 93 celsius, time 9 hour. The product is NC1=C(C(=C2C=3N([C@H](CO2)C)C=C(C(C13)=O)C#N)N[C@@H]1C[C@@H](CCC1)C=1C=NC=CC1)F ((3S)-8-amino-9-fluoro-2,3-dihydro-3-methyl-7-oxo-10-[cis-3-(3-pyridyl)cyclohexylamino]-7H-pyrido[1,2,3-de][1,4]benzoxazine-6-carbonitrile). Yield: 13.4%. As a reaction SMILES: [NH2:1][C:2]1[C:15]2[C:14](=[O:16])[C:13]([C:17]#[N:18])=[CH:12][N:7]3[C@@H:8]([CH3:11])[CH2:9][O:10][C:5]([C:6]=23)=[C:4](F)[C:3]=1[F:20].[N:21]1[CH:26]=[CH:25][CH:24]=[C:23]([C@@H:27]2[CH2:32][CH2:31][CH2:30][C@H:29]([NH2:33])[CH2:28]2)[CH:22]=1.C(N(C(C)C)CC)(C)C>CS(C)=O>[NH2:1][C:2]1[C:15]2[C:14](=[O:16])[C:13]([C:17]#[N:18])=[CH:12][N:7]3[C@@H:8]([CH3:11])[CH2:9][O:10][C:5]([C:6]=23)=[C:4]([NH:33][C@H:29]2[CH2:30][CH2:31][CH2:32][C@@H:27]([C:23]3[CH:22]=[N:21][CH:26]=[CH:25][CH:24]=3)[CH2:28]2)[C:3]=1[F:20]. Procedure: A mixture of (3S)-8-amino-9,10-difluoro-2,3-dihydro-3-methyl-7-oxo-7H-pyrido[1,2,3-de][1,4]benzoxazine-6-carbonitrile (457 mg, 1.65 mmol), cis-3-(3-pyridyl)cyclohexylamine (348 mg, 1.97 mmol) and diisopropylethylamine (0.63 mL, 3.63 mmol) in anhydrous DMSO (8 mL) was stirred at 93° C. for 9 h. After cooling, the reaction mixture was poured into ice-water and then extracted with CH2Cl2-MeOH. The organic layer was washed with water and brine, and dried over anhyd Na2SO4 followed by the removal of ... The solvent is O1CCOCC1 (1,4-dioxane). The yield is 90.6%. Procedure details: A procedure similar to that described in Preparation 8 was repeated, except that 2.0 g of N-t-butoxycarbonyl-N-methyl-4-methoxy-2-nitroaniline (prepared as described in Preparation 23) and 30 ml of a 4N solution of hydrogen chloride in 1,4-dioxane were used, to give 1.17 g of the title compound having an Rf value=0.62 (on thin layer chromatography on silica gel; developing solvent: a 1:5 by volume mixture of ethyl acetate and hexane). As a reaction SMILES: C(O[C:6]([N:8](C)[C:9]1[CH:14]=[CH:13][C:12]([O:15][CH3:16])=[CH:11][C:10]=1[N+:17]([O-:19])=[O:18])=O)(C)(C)C.Cl>O1CCOCC1>[CH3:6][NH:8][C:9]1[CH:14]=[CH:13][C:12]([O:15][CH3:16])=[CH:11][C:10]=1[N+:17]([O-:19])=[O:18]. The reactants are C(C)(C)(C)OC(=O)N(C1=C(C=C(C=C1)OC)[N+](=O)[O-])C (N-t-butoxycarbonyl-N-methyl-4-methoxy-2-nitroaniline), solution, Cl (hydrogen chloride). Product: CNC1=C(C=C(C=C1)OC)[N+](=O)[O-] (N-Methyl-4-methoxy-2-nitroaniline). Starting materials: ClC1=C(C=C(CNS(=O)C(C)(C)C)C=C1)C1=NN(C(N1)=O)C1=CC=C(C=C1)C(F)(F)F (N-(4-chloro-3-(5-oxo-1-(4-(trifluoromethyl)phenyl)-4,5-dihydro-1H-1,2,4-triazol-3-yl)benzyl)-2-methylpropane-2-sulfinamide), C(Cl)Cl (DCM), C(C)#N (acetonitrile), I(=O)(=O)(=O)[O-].[Na+] (sodium periodate). Reagents/catalysts: [Ru](Cl)(Cl)Cl (ruthenium chloride). The solvent is O (water). Conditions: time 4 hour. Yields the product ClC1=C(C=C(CNS(=O)(=O)C(C)(C)C)C=C1)C1=NN(C(N1)=O)C1=CC=C(C=C1)C(F)(F)F (N-(4-Chloro-3-(5-oxo-1-(4-(trifluoromethyl)phenyl)-4,5-dihydro-1H-1,2,4-triazol-3-yl)benzyl)-2-methylpropane-2-sulfonamide). Isolated yield 25.9%. As a reaction SMILES: [Cl:1][C:2]1[CH:15]=[CH:14][C:5]([CH2:6][NH:7][S:8]([C:10]([CH3:13])([CH3:12])[CH3:11])=[O:9])=[CH:4][C:3]=1[C:16]1[NH:20][C:19](=[O:21])[N:18]([C:22]2[CH:27]=[CH:26][C:25]([C:28]([F:31])([F:30])[F:29])=[CH:24][CH:23]=2)[N:17]=1.C(Cl)Cl.C(#N)C.I([O-])(=O)(=O)=[O:39].[Na+]>[Ru](Cl)(Cl)Cl.O>[Cl:1][C:2]1[CH:15]=[CH:14][C:5]([CH2:6][NH:7][S:8]([C:10]([CH3:13])([CH3:12])[CH3:11])(=[O:39])=[O:9])=[CH:4][C:3]=1[C:16]1[NH:20][C:19](=[O:21])[N:18]([C:22]2[CH:27]=[CH:26][C:25]([C:28]([F:29])([F:31])[F:30])=[CH:24][CH:23]=2)[N:17]=1 |f:3.4|. Procedure details: To a solution of N-(4-chloro-3-(5-oxo-1-(4-(trifluoromethyl)phenyl)-4,5-dihydro-1H-1,2,4-triazol-3-yl)benzyl)-2-methylpropane-2-sulfinamide (Intermediate-144, 0.075 g, 0.158 mmol) in mixture of DCM:acetonitrile:water (0.2 ml:0.2 mL:0.3 mL), sodium periodate (0.050 g, 0.238 mmol) and ruthenium chloride (0.001 g, 0.003 mmol) were added and the reaction mass was stirred at RT for 4 h. After completion of the reaction the reaction mass was filtered through celite bed and extracted with DCM. The orga... Starting materials: CN(C)c1ccncc1, C(=NC1CCCCC1)=NC1CCCCC1, O=C(O)c1ccc(Cl)nc1, Oc1ccccc1. Product: O=C(Oc1ccccc1)c1ccc(Cl)nc1. As a reaction SMILES: [CH3:33][N:34]([c:35]1[cH:36][cH:37][n:38][cH:39][cH:40]1)[CH3:41].[CH:18]1([N:19]=[C:20]=[N:21][CH:22]2[CH2:23][CH2:24][CH2:25][CH2:26][CH2:27]2)[CH2:28][CH2:29][CH2:30][CH2:31][CH2:32]1.[Cl:1][c:2]1[n:3][cH:4][c:5]([C:6](=[O:7])[OH:8])[cH:9][cH:10]1.[OH:11][c:12]1[cH:13][cH:14][cH:15][cH:16][cH:17]1>>[Cl:1][c:2]1[n:3][cH:4][c:5]([C:6](=[O:7])[O:8][c:12]2[cH:13][cH:14][cH:15][cH:16][cH:17]2)[cH:9][cH:10]1. Starting materials: CCCCCCBr, C1CCOC1, CCc1nc(C)c[nH]1, [H-], [Na+]. Yields the product CCCCCCn1cc(C)nc1CC. As a reaction SMILES: [Br:11][CH2:12][CH2:13][CH2:14][CH2:15][CH2:16][CH3:17].[CH2:18]1[O:19][CH2:20][CH2:21][CH2:22]1.[CH2:1]([CH3:2])[c:3]1[nH:4][cH:5][c:6]([CH3:8])[n:7]1.[H-:9].[Na+:10]>>[CH2:1]([CH3:2])[c:3]1[n:4]([CH2:12][CH2:13][CH2:14][CH2:15][CH2:16][CH3:17])[cH:5][c:6]([CH3:8])[n:7]1.